From a dataset of the Open Reaction Database (ORD), a public repository of structured organic reaction records. describe an organic reaction: reactants, conditions, products, and yield Starting materials: C(C=C)C1=CC(=C(C(=C1)OC)O)CO (4-allyl-2-(hydroxymethyl)-6-methoxyphenol), N(=O)[O-].[Na+] (sodium nitrite), S(N)(O)(=O)=O (sulfamic acid), [OH-].[Na+] (NaOH), diazonium, Cl (HCl), ClC=1C=CC(=C(N)C1)[N+](=O)[O-] (5-chloro-2-nitroaniline), Cl (HCl), [OH-].[Na+] (sodium hydroxide), C(C=C)C1=CC(=C(C(=C1)OC)O)CO (4-allyl-2-(hydroxymethyl)-6-methoxyphenol), [OH-].[Na+] (NaOH). Run in O (water), O (water), O (water), O (water), O (water), C(C)O (ethanol), C(C)O (ethanol). Reaction SMILES: [Cl:1][C:2]1[CH:3]=[CH:4][C:5]([N+:9]([O-:11])=[O:10])=[C:6]([CH:8]=1)[NH2:7].Cl.N([O-])=O.[Na+].S(=O)(=O)(O)[NH2:18].[OH-].[Na+].[CH2:24]([C:27]1[CH:32]=[C:31]([O:33][CH3:34])[C:30]([OH:35])=[C:29](CO)[CH:28]=1)[CH:25]=[CH2:26]>O.C(O)C>[CH2:24]([C:27]1[CH:32]=[C:31]([O:33][CH3:34])[C:30]([OH:35])=[C:29]([N:18]=[N:7][C:6]2[CH:8]=[C:2]([Cl:1])[CH:3]=[CH:4][C:5]=2[N+:9]([O-:11])=[O:10])[CH:28]=1)[CH:25]=[CH2:26] |f:2.3,5.6|. Run at temperature -10 celsius, time 1 hour. Procedure details: In a 1000 ml 3-neck round bottom flask equipped with a magnetic stirrer was added 5-chloro-2-nitroaniline (Acros Organics, 29.9 g, 173 mmol), concentrated aqueous HCl (36.5-38.0%, 75 ml), 150 ml deionized water, and 150 ml absolute ethanol. The suspension was cooled to −10° C. and a solution of sodium nitrite (Sigma-Aldrich, 12.7 g, 184 mmol) in 50 ml water was added dropwise over 30 minutes at −10° C. The reaction mixture was stirred for 1 hour and 324 mg sulfamic acid (Aldrich) was added. Afte... The product is C(C=C)C1=CC(=C(C(=C1)OC)O)N=NC1=C(C=CC(=C1)Cl)[N+](=O)[O-] (4-allyl-2-((5-chloro-2-nitrophenyl)diazenyl)-6-methoxy-phenol). The reactants are NC1=CC=CC=C1 (aniline), ClC1=C(C(=O)O)C=CC=N1 (2-chloronicotinic acid). The solvent is C=1(C(=CC=CC1)C)C (xylene). Product: C1(=CC=CC=C1)NC1=C(C(=O)O)C=CC=N1 (2-(Phenylamino)nicotinic acid). RXN SMILES: [NH2:1][C:2]1[CH:7]=[CH:6][CH:5]=[CH:4][CH:3]=1.Cl[C:9]1[N:17]=[CH:16][CH:15]=[CH:14][C:10]=1[C:11]([OH:13])=[O:12]>C1(C)C(C)=CC=CC=1>[C:2]1([NH:1][C:9]2[N:17]=[CH:16][CH:15]=[CH:14][C:10]=2[C:11]([OH:13])=[O:12])[CH:7]=[CH:6][CH:5]=[CH:4][CH:3]=1. Reported procedure: 50 ml of distilled aniline and 43.2 g of 2-chloronicotinic acid are mixed in 126 ml of xylene. The mixture is brought to reflux for 4 hours. It is allowed to cool and the precipitate is filtered off and washed several times with water.